From a dataset of the Open Reaction Database (ORD), a public repository of structured organic reaction records. describe an organic reaction: reactants, conditions, products, and yield Reactants: CC(C)(C)OC(=O)Nc1ccc(C(=O)O)cc1, CCN=C=NCCCN(C)C, CN(C)C=O, Cl, On1nnc2cccnc21, NNS(=O)(=O)c1ccccc1. The product is CC(C)(C)OC(=O)Nc1ccc(C(=O)NNS(=O)(=O)c2ccccc2)cc1. Reaction SMILES: [C:22]([CH3:23])([CH3:24])([CH3:25])[O:26][C:27](=[O:28])[NH:29][c:30]1[cH:31][cH:32][c:33]([C:34](=[O:35])[OH:36])[cH:37][cH:38]1.[CH3:11][CH2:12][N:13]=[C:14]=[N:15][CH2:16][CH2:17][CH2:18][N:19]([CH3:20])[CH3:21].[CH3:51][N:52]([CH3:53])[CH:54]=[O:55].[ClH:50].[OH:1][n:2]1[c:3]2[n:4][cH:5][cH:6][cH:7][c:8]2[n:9][n:10]1.[c:39]1([S:45](=[O:46])(=[O:47])[NH:48][NH2:49])[cH:40][cH:41][cH:42][cH:43][cH:44]1>>[C:22]([CH3:23])([CH3:24])([CH3:25])[O:26][C:27](=[O:28])[NH:29][c:30]1[cH:31][cH:32][c:33]([C:34](=[O:36])[NH:49][NH:48][S:45]([c:39]2[cH:40][cH:41][cH:42][cH:43][cH:44]2)(=[O:46])=[O:47])[cH:37][cH:38]1. The product is FC1(OC2=C(O1)C=CC(=C2)C2(CC2)C(=O)NC=2C=C1C=C(N(C1=CC2F)C[C@@H](CO)O)C(CO)(C)C)F ((S)-1-(2,2-difluorobenzo[d][1,3]dioxol-5-yl)-N-(1-(2,3-dihydroxypropyl)-6-fluoro-2-(1-hydroxy-2-methylpropan-2-yl)-1H-indol-5-yl)cyclopropanecarboxamide). Procedure details: (S)-1-(2,2-difluorobenzo[d][1,3]dioxol-5-yl)-N-(1-((2,2-dimethyl-1,3-dioxolan-4-yl)methyl)-6-fluoro-2-(1-hydroxy-2-methylpropan-2-yl)-1H-indol-5-yl)cyclopropanecarboxamide (290 g, 0.5 mmol) was dissolved in methanol (5 mL). Water (0.5 mL) was added followed by p-TsOH.H2O (20 mg, 0.1 mmol). The reaction was heated at 80° C. for 45 minutes. The solution was then partitioned between ethyl acetate and saturated NaHCO3 solution. The ethyl acetate layer was dried over MgSO4 and concentrated. The resid... The reactants are O (Water), FC1(OC2=C(O1)C=CC(=C2)C2(CC2)C(=O)NC=2C=C1C=C(N(C1=CC2F)C[C@@H]2OC(OC2)(C)C)C(CO)(C)C)F ((S)-1-(2,2-difluorobenzo[d][1,3]dioxol-5-yl)-N-(1-((2,2-dimethyl-1,3-dioxolan-4-yl)methyl)-6-fluoro-2-(1-hydroxy-2-methylpropan-2-yl)-1H-indol-5-yl)cyclopropanecarboxamide), CC=1C=CC(=CC1)S(=O)(=O)O.O (p-TsOH.H2O). Run in CO (methanol). Reaction SMILES: [F:1][C:2]1([F:40])[O:6][C:5]2[CH:7]=[CH:8][C:9]([C:11]3([C:14]([NH:16][C:17]4[CH:18]=[C:19]5[C:23](=[CH:24][C:25]=4[F:26])[N:22]([CH2:27][C@H:28]4[CH2:32][O:31]C(C)(C)[O:29]4)[C:21]([C:35]([CH3:39])([CH3:38])[CH2:36][OH:37])=[CH:20]5)=[O:15])[CH2:13][CH2:12]3)=[CH:10][C:4]=2[O:3]1.O.CC1C=CC(S(O)(=O)=O)=CC=1.O>CO>[F:40][C:2]1([F:1])[O:6][C:5]2[CH:7]=[CH:8][C:9]([C:11]3([C:14]([NH:16][C:17]4[CH:18]=[C:19]5[C:23](=[CH:24][C:25]=4[F:26])[N:22]([CH2:27][C@H:28]([OH:29])[CH2:32][OH:31])[C:21]([C:35]([CH3:38])([CH3:39])[CH2:36][OH:37])=[CH:20]5)=[O:15])[CH2:12][CH2:13]3)=[CH:10][C:4]=2[O:3]1 |f:2.3|. Run at temperature 80 celsius. Starting materials: C1(=CC=CC=C1)C(CCCC1=CC=CC=C1)O (1,4-diphenyl-1-butanol), BrCCCCl (1-bromo-3-chloropropane), [H-].[Na+] (sodium hydride), C1(=CC=CC=C1)C (toluene). Run in O (water). The product is ClCCCOC(CCCC1=CC=CC=C1)C1=CC=CC=C1 (1-(3-chloropropoxy)-1,4-diphenylbutane). As a reaction SMILES: [C:1]1([CH:7]([OH:17])[CH2:8][CH2:9][CH2:10][C:11]2[CH:16]=[CH:15][CH:14]=[CH:13][CH:12]=2)[CH:6]=[CH:5][CH:4]=[CH:3][CH:2]=1.Br[CH2:19][CH2:20][CH2:21][Cl:22].[H-].[Na+].C1(C)C=CC=CC=1>O>[Cl:22][CH2:21][CH2:20][CH2:19][O:17][CH:7]([C:1]1[CH:6]=[CH:5][CH:4]=[CH:3][CH:2]=1)[CH2:8][CH2:9][CH2:10][C:11]1[CH:12]=[CH:13][CH:14]=[CH:15][CH:16]=1 |f:2.3|. Procedure details: A mixture of 30 g of 1,4-diphenyl-1-butanol, 42 g of 1-bromo-3-chloropropane, 9.5 g of sodium hydride (65%) and 400 ml of toluene was heated under refluxing for 2 hours. After cooling, the reaction mixture was poured into water and extracted with ethyl acetate. The organic layer was washed with water, dried over anhydrous sodium sulfate and concentrated under reduced pressure to give 1-(3-chloropropoxy)-1,4-diphenylbutane.